Dataset: the Open Reaction Database (ORD), a public repository of structured organic reaction records. Task: describe an organic reaction: reactants, conditions, products, and yield Yield: 414.5%. The solvent is C(C)(=O)O (acetic acid), O (water), S(O)(O)(=O)=O (sulfuric acid). Reaction SMILES: [CH3:1][O:2][C:3]1[CH:8]=[CH:7][C:6]([CH:9]2[CH2:13][NH:12][C:11](=[O:14])[CH2:10]2)=[CH:5][CH:4]=1.[I:15](O)(=O)=O.II>C(O)(=O)C.O.S(=O)(=O)(O)O>[I:15][C:4]1[CH:5]=[C:6]([CH:9]2[CH2:13][NH:12][C:11](=[O:14])[CH2:10]2)[CH:7]=[CH:8][C:3]=1[O:2][CH3:1]. Reported procedure: A solution of 19.1 g of 4-(4-methoxyphenyl)-pyrrolidin-2-one (100 mmol) in 200 ml of glacial acetic acid, 4.8 ml of water and 1.2 ml of concentrated sulfuric acid is combined with 3.44 g (19.55 mmol) of iodic acid and 8.64 g (70 mmol) of iodine and stirred at a bath temperature of 80° C. for 10 hours. Subsequently, the mixture is concentrated on a rotary evaporator up to onset of crystallization, cooled, the crystalline precipitate is suctioned off and recrystallized from ethyl acetate, thus obt... Yields the product IC=1C=C(C=CC1OC)C1CC(NC1)=O (4-(3-iodo-4-methoxyphenyl)pyrrolidin-2-one). Starting materials: COC1=CC=C(C=C1)C1CC(NC1)=O (4-(4-methoxyphenyl)-pyrrolidin-2-one), I(=O)(=O)O (iodic acid), II (iodine). Conditions: temperature 80 celsius, time 10 hour. Starting materials: CC1(OC2=CC=C(C=C2C(C1O)C=1C(N(C=CC1)CC1=CC=CC=C1)=O)Br)C (2,2-dimethyl-4-(1-benzyl-1,2-dihydro-2oxo-3pyridyl)-6-bromo-3-chromanol). Reagents/catalysts: [Pd] (Pd-C). Solvent: CO (methanol). Yields the product CC1(OC2=CC=CC=C2C(C1O)C=1C(NC=CC1)=O)C (2,2-dimethyl-4-(1,2-dihydro-2-oxo-3-pyridyl)-3-chromanol). RXN SMILES: [CH3:1][C:2]1([CH3:28])[CH:11]([OH:12])[CH:10]([C:13]2[C:14](=[O:26])[N:15](CC3C=CC=CC=3)[CH:16]=[CH:17][CH:18]=2)[C:9]2[C:4](=[CH:5][CH:6]=[C:7](Br)[CH:8]=2)[O:3]1>CO.[Pd]>[CH3:1][C:2]1([CH3:28])[CH:11]([OH:12])[CH:10]([C:13]2[C:14](=[O:26])[NH:15][CH:16]=[CH:17][CH:18]=2)[C:9]2[C:4](=[CH:5][CH:6]=[CH:7][CH:8]=2)[O:3]1. Procedure: A solution of 280 mg of 2,2-dimethyl-4-(1-benzyl-1,2-dihydro-2oxo-3pyridyl)-6-bromo-3-chromanol is hydrogenated on 140 mg of 20% Pd-C in 80 ml of methanol at 20° and 1 bar, the mixture is filtered, the filtrate is evaporated and 2,2-dimethyl-4-(1,2-dihydro-2-oxo-3-pyridyl)-3-chromanol, m.p. 244°-246°, is obtained after chromatographic purification on silica gel. Starting materials: [Br-], CCCCCCC#CCBr, C#CCC#CCO, CC[Mg+], [Cl-], [Cl-], [NH4+], C1CCC(OC2CCCCO2)OC1, C1CCOC1. Yields the product CCCCCCC#CCC#CCC#CCO, C1CCC(OC2CCCCO2)OC1. As a reaction SMILES: [Br-:21].[Br:26][CH2:27][C:28]#[C:29][CH2:30][CH2:31][CH2:32][CH2:33][CH2:34][CH3:35].[CH2:14]([C:15]#[C:16][CH2:17][C:18]#[CH:19])[OH:20].[CH2:22]([Mg+:23])[CH3:24].[Cl-:25].[Cl-:41].[NH4+:42].[O:1]1[CH:2]([O:7][CH:8]2[O:9][CH2:10][CH2:11][CH2:12][CH2:13]2)[CH2:3][CH2:4][CH2:5][CH2:6]1.[O:36]1[CH2:37][CH2:38][CH2:39][CH2:40]1>>[CH2:14]([C:15]#[C:16][CH2:17][C:18]#[C:19][CH2:27][C:28]#[C:29][CH2:30][CH2:31][CH2:32][CH2:33][CH2:34][CH3:35])[OH:20].[O:1]1[CH:2]([O:7][CH:8]2[O:9][CH2:10][CH2:11][CH2:12][CH2:13]2)[CH2:3][CH2:4][CH2:5][CH2:6]1. Reactants: O=C(Cl)c1ccccc1, Nc1ccccc1. Product: NC(=O)c1ccccc1. Reaction SMILES: [C:8]([c:9]1[cH:10][cH:11][cH:12][cH:13][cH:14]1)(=[O:15])[Cl:16].[NH2:1][c:2]1[cH:3][cH:4][cH:5][cH:6][cH:7]1>>[NH2:1][C:8]([c:9]1[cH:10][cH:11][cH:12][cH:13][cH:14]1)=[O:15]. Reaction SMILES: [Si](O[CH2:9][CH2:10][CH:11]=[O:12])(C(C)(C)C)(C)C.[CH2:13]([OH:17])[CH2:14][CH2:15][OH:16].[Si](OCCCO)([C:21](C)([CH3:23])[CH3:22])(C)C.[CH3:30]S(C)=O.[C:34](Cl)(=O)[C:35](Cl)=O>>[CH3:22][C:21]1([CH3:23])[O:17][CH:13]([C:10]([CH3:9])([C:11](=[O:12])[CH2:34][CH3:35])[CH3:30])[CH2:14][CH2:15][O:16]1 |f:3.4|. Reactants: [Si](C)(C)(C(C)(C)C)OCCC=O (3-[(tert-Butyldimethylsilyl)oxy]propanal), [Si](C)(C)(C(C)(C)C)OCCC=O (3-[(tert-Butyldimethylsilyl)oxy]propanal), CS(=O)C.C(C(=O)Cl)(=O)Cl (DMSO oxalyl chloride), C(CCO)O (propane-1,3-diol), [Si](C)(C)(C(C)(C)C)OCCCO (3-[(tert-butyldimethylsilyl)oxy]-1-propanol). Yields the product CC1(OCCC(O1)C(C)(C(CC)=O)C)C (2-(2,2-Dimethyl-[1,3]dioxan-4-yl)-2-methyl-pentan-3-one). Procedure details: 3-[(tert-Butyldimethylsilyl)oxy]propanal 42 is produced using propane-1,3-diol 40 as a starting material by monosilylation into 3-[(tert-butyldimethylsilyl)oxy]-1-propanol 41 being done first according to a method of P. G. McDougal, J. G. Rico, Y. Oh, B. D. Condon, J. Org. Chem. 1986, 51, 3388-3390, which then is oxidized to aldehyde 42 with DMSO/oxalyl chloride (A. Jenmalm, W. Berts, Y. Li, K. Luthmann, I. Csoregh, U. Hacksell, J. Org. Chem. 1994, 59, 1139-1148). The reactants are C(=O)(OC(C)(C)C)N(C([C@@H](CCCNC(=O)OC(C)(C)C)N)=O)[C@H](CCC1=CC=CC=C1)C=1OC=C(N1)C(=O)OCC (ethyl 2-[(1R)-1-[(2R)-N,N′-bis-Boc-2,5-diaminovaleramido]-3-phenylpropyl]-4-oxazole-carboxylate), FC(C(=O)O)(F)F (trifluoroacetic acid). The product is FC(C(=O)O)(F)F.N[C@@H](C(=O)N[C@H](CCC1=CC=CC=C1)C=1OC=C(N1)C(=O)OCC)CCCN (Ethyl 2-[(1R)-1-[(2R)-2,5-Diaminovaleramido]-3-phenylpropyl]-4-oxazolecarboxylate Trifluoroacetate). As a reaction SMILES: C([N:8]([C@@H:24]([C:33]1[O:34][CH:35]=[C:36]([C:38]([O:40][CH2:41][CH3:42])=[O:39])[N:37]=1)[CH2:25][CH2:26][C:27]1[CH:32]=[CH:31][CH:30]=[CH:29][CH:28]=1)[C:9](=[O:23])[C@H:10]([NH2:22])[CH2:11][CH2:12][CH2:13][NH:14]C(OC(C)(C)C)=O)(OC(C)(C)C)=O.[F:43][C:44]([F:49])([F:48])[C:45]([OH:47])=[O:46]>>[F:43][C:44]([F:49])([F:48])[C:45]([OH:47])=[O:46].[NH2:22][C@H:10]([CH2:11][CH2:12][CH2:13][NH2:14])[C:9]([NH:8][C@@H:24]([C:33]1[O:34][CH:35]=[C:36]([C:38]([O:40][CH2:41][CH3:42])=[O:39])[N:37]=1)[CH2:25][CH2:26][C:27]1[CH:32]=[CH:31][CH:30]=[CH:29][CH:28]=1)=[O:23] |f:2.3|. Procedure details: A solution of ethyl 2-[(1R)-1-[(2R)-N,N′-bis-Boc-2,5-diaminovaleramido]-3-phenylpropyl]-4-oxazole-carboxylate (67 mg) and trifluoroacetic acid (1 mL) was kept at 25° C. for 1 hr, concentrated in vacuo and coevaporated with toluene. The residue was purified further by reverse phase chromatography (20 mL Amberchrom, 0% to 50% CH3CN in 0.1% aqueous TFA over 45 min. at 2 ml/min. flow-rate) to give the desired compound (60 mg) as a white powder: 1H NMR (400 MHz, D2O) δ 1.41 (t, J=7.1 Hz, 3H), 1.80 (m... Reactants: CS(=O)(=O)C1=C(CBr)C=CC=C1 (2-(methylsulfonyl)benzyl bromide), NC(=S)N (thiourea). Solvent: C(C)O (ethanol). Yields the product Br.C(N)(=N)SCC1=C(C=CC=C1)S(=O)(=O)C (2-(Methylsulfonyl)phenylmethyl carbamimidothioate hydrobromide). As a reaction SMILES: [CH3:1][S:2]([C:5]1[CH:12]=[CH:11][CH:10]=[CH:9][C:6]=1[CH2:7][Br:8])(=[O:4])=[O:3].[NH2:13][C:14]([NH2:16])=[S:15]>C(O)C>[BrH:8].[C:14]([S:15][CH2:7][C:6]1[CH:9]=[CH:10][CH:11]=[CH:12][C:5]=1[S:2]([CH3:1])(=[O:4])=[O:3])(=[NH:13])[NH2:16] |f:3.4|. Procedure details: A solution of 36.5 g of 2-(methylsulfonyl)benzyl bromide and 11.4 g of thiourea in 500 ml absolute ethanol was stirred at reflux temperature for 11/2 hours and then allowed to cool to room temperature. Upon standing, the solution yielded white feather-like crystals which were collected by filtration, washed with cold 1-chlorobutane, and dried in vacuo. The yield of 2-(methylsulfonyl)phenylmethyl carbamimidothioate hydrobromide, m.p. 203°-206° C., was 36.3 g.